Dataset: the Open Reaction Database (ORD), a public repository of structured organic reaction records. Task: describe an organic reaction: reactants, conditions, products, and yield Reactants: Cc1c(C(=O)Cl)cn2ncc(C#N)c(Nc3ccc(Oc4ccccc4)cc3)c12, CCN(C(C)C)C(C)C, ClCCl, ClC(Cl)Cl, CC(=N)NO. Product: Cc1c(C(=O)CC(=N)NO)cn2ncc(C#N)c(Nc3ccc(Oc4ccccc4)cc3)c12. RXN SMILES: [C:1](#[N:2])[c:3]1[c:4]([NH:16][c:17]2[cH:18][cH:19][c:20]([O:23][c:24]3[cH:25][cH:26][cH:27][cH:28][cH:29]3)[cH:21][cH:22]2)[c:5]2[n:6]([n:7][cH:8]1)[cH:9][c:10]([C:13](=[O:14])[Cl:15])[c:11]2[CH3:12].[CH:35]([N:36]([CH2:37][CH3:38])[CH:39]([CH3:40])[CH3:41])([CH3:42])[CH3:43].[Cl:44][CH2:45][Cl:46].[Cl:47][CH:48]([Cl:49])[Cl:50].[OH:30][NH:31][C:32]([CH3:33])=[NH:34]>>[C:1](#[N:2])[c:3]1[c:4]([NH:16][c:17]2[cH:18][cH:19][c:20]([O:23][c:24]3[cH:25][cH:26][cH:27][cH:28][cH:29]3)[cH:21][cH:22]2)[c:5]2[n:6]([n:7][cH:8]1)[cH:9][c:10]([C:13](=[O:14])[CH2:33][C:32]([NH:31][OH:30])=[NH:34])[c:11]2[CH3:12]. The reactants are NCCC1=CC=C(C=C1)N\C(\C1=CC=CC=C1)=C\1/C(NC2=CC=C(C=C12)[N+](=O)[O-])=O ((Z)-3-{1-[4-(2-aminoethyl)-phenylamino]-1-phenyl-methylidene}-5-nitro-2-indolinone), C(C)(=O)OC(C)=O (acetic anhydride). The solvent is C(C)(=O)O (acetic acid). Product: C(C)(=O)NCCC1=CC=C(C=C1)N\C(\C1=CC=CC=C1)=C\1/C(NC2=CC=C(C=C12)[N+](=O)[O-])=O ((Z)-3-{1-[4-(2-acetylamino-ethyl)-phenylamino]-1-phenyl-methylidene}-5-nitro-2-indolinone). Procedure: Prepared analogously to Example 31 from (Z)-3-{1-[4-(2-aminoethyl)-phenylamino]-1-phenyl-methylidene}-5-nitro-2-indolinone and acetic anhydride in glacial acetic acid. RXN SMILES: [NH2:1][CH2:2][CH2:3][C:4]1[CH:9]=[CH:8][C:7]([NH:10]/[C:11](=[C:18]2\[C:19](=[O:30])[NH:20][C:21]3[C:26]\2=[CH:25][C:24]([N+:27]([O-:29])=[O:28])=[CH:23][CH:22]=3)/[C:12]2[CH:17]=[CH:16][CH:15]=[CH:14][CH:13]=2)=[CH:6][CH:5]=1.[C:31](OC(=O)C)(=[O:33])[CH3:32]>C(O)(=O)C>[C:31]([NH:1][CH2:2][CH2:3][C:4]1[CH:5]=[CH:6][C:7]([NH:10]/[C:11](=[C:18]2\[C:19](=[O:30])[NH:20][C:21]3[C:26]\2=[CH:25][C:24]([N+:27]([O-:29])=[O:28])=[CH:23][CH:22]=3)/[C:12]2[CH:17]=[CH:16][CH:15]=[CH:14][CH:13]=2)=[CH:8][CH:9]=1)(=[O:33])[CH3:32]. Reaction SMILES: [C:1]([CH3:2])([CH3:3])([CH3:4])[O:5][C:6](=[O:7])[NH:8][CH:9]([CH2:10][O:11][c:12]1[cH:13][cH:14][c:15](-[c:18]2[cH:19][cH:20][c:21]([C:22](=[O:23])[O:24][CH3:25])[cH:26][cH:27]2)[cH:16][cH:17]1)[CH2:28][CH:29]1[CH2:30][CH2:31][CH2:32][CH2:33][CH2:34]1.[CH3:35][OH:36].[O:37]1[CH2:38][CH2:39][CH2:40][CH2:41]1.[OH2:42]>>[C:1]([CH3:2])([CH3:3])([CH3:4])[O:5][C:6](=[O:7])[NH:8][CH:9]([CH2:10][O:11][c:12]1[cH:13][cH:14][c:15](-[c:18]2[cH:19][cH:20][c:21]([C:22](=[O:23])[OH:24])[cH:26][cH:27]2)[cH:16][cH:17]1)[CH2:28][CH:29]1[CH2:30][CH2:31][CH2:32][CH2:33][CH2:34]1. Starting materials: COC(=O)c1ccc(-c2ccc(OCC(CC3CCCCC3)NC(=O)OC(C)(C)C)cc2)cc1, CO, C1CCOC1, O. Yields the product CC(C)(C)OC(=O)NC(COc1ccc(-c2ccc(C(=O)O)cc2)cc1)CC1CCCCC1. Starting materials: C1(=CC=CC=C1)P(C1=C(C2=CC=CC=C2C=C1)C1=C(C=CC2=CC=CC=C12)P(C1=CC=CC=C1)C1=CC=CC=C1)C1=CC=CC=C1 (2,2′-bis(diphenylphosphino)-1,1′-binaphthyl), C1(=CC=CC=C1)P(C1=C(C2=CC=CC=C2C=C1)C1=C(C=CC2=CC=CC=C12)P(C1=CC=CC=C1)C1=CC=CC=C1)C1=CC=CC=C1 (2,2′-bis(diphenylphosphino)-1,1′-binaphthyl), CC(C)(C)[O-].[Na+] (sodium 2-methylpropan-2-olate), IC1=C2C(=NC=C1)C=NN2CC2=CC=C(C=C2)OC (7-iodo-1-(4-methoxybenzyl)-1H-pyrazolo[4,3-b]pyridine), IC1=C2C(=NC=C1)CNN2CC2=CC=C(C=C2)OC (7-iodo-1-(4-methoxybenzyl)-2H-pyrazolo[4,3-b]pyridine), FC1=C(C=C(C=C1)F)C1=CC(=C(C(=N1)C)C)N (6-(2,5-difluorophenyl)-2,3-dimethylpyridin-4-amine), CC(C)(C)[O-].[Na+] (sodium 2-methylpropan-2-olate). The reagents and catalysts are C(C)(=O)O[Pd]OC(C)=O (Diacetoxypalladium), C(C)(=O)O[Pd]OC(C)=O (diacetoxypalladium). Solvent: C1(=CC=CC=C1)C (toluene), C1(=CC=CC=C1)C (toluene). Conditions: temperature 40 celsius, time 10 minute. Product: FC1=C(C=C(C=C1)F)C1=CC(=C(C(=N1)C)C)NC1=C2C(=NC=C1)CNN2CC2=CC=C(C=C2)OC (N-(6-(2,5-difluorophenyl)-2,3-dimethylpyridin-4-yl)-1-(4-methoxybenzyl)-2H-pyrazolo[4,3-b]pyridin-7-amine), FC1=C(C=C(C=C1)F)C1=CC(=C(C(=N1)C)C)NC=1C=2C(N=CC1)=CN(N2)CC2=CC=C(C=C2)OC (N-(6-(2,5-difluorophenyl)-2,3-dimethylpyridin-4-yl)-2-(4-methoxybenzyl)-2H-pyrazol[4,3-b]pyridin-7-amine). As a reaction SMILES: C1(P(C2C=CC=CC=2)C2C=CC3C(=CC=CC=3)C=2C2C3C(=CC=CC=3)C=CC=2P(C2C=CC=CC=2)C2C=CC=CC=2)C=CC=CC=1.I[C:48]1[CH:53]=[CH:52][N:51]=[C:50]2[CH:54]=[N:55][N:56]([CH2:57][C:58]3[CH:63]=[CH:62][C:61]([O:64][CH3:65])=[CH:60][CH:59]=3)[C:49]=12.I[C:67]1[CH:72]=[CH:71][N:70]=[C:69]2[CH2:73][NH:74][N:75]([CH2:76][C:77]3[CH:82]=[CH:81][C:80]([O:83][CH3:84])=[CH:79][CH:78]=3)[C:68]=12.[F:85][C:86]1[CH:91]=[CH:90][C:89]([F:92])=[CH:88][C:87]=1[C:93]1[N:98]=[C:97]([CH3:99])[C:96]([CH3:100])=[C:95]([NH2:101])[CH:94]=1.CC([O-])(C)C.[Na+]>C1(C)C=CC=CC=1.C(O[Pd]OC(=O)C)(=O)C>[F:85][C:86]1[CH:91]=[CH:90][C:89]([F:92])=[CH:88][C:87]=1[C:93]1[N:98]=[C:97]([CH3:99])[C:96]([CH3:100])=[C:95]([NH:101][C:48]2[CH:53]=[CH:52][N:51]=[C:50]3[CH2:54][NH:55][N:56]([CH2:57][C:58]4[CH:63]=[CH:62][C:61]([O:64][CH3:65])=[CH:60][CH:59]=4)[C:49]=23)[CH:94]=1.[F:85][C:86]1[CH:91]=[CH:90][C:89]([F:92])=[CH:88][C:87]=1[C:93]1[N:98]=[C:97]([CH3:99])[C:96]([CH3:100])=[C:95]([NH:101][C:67]2[C:73]3[C:69](=[CH:68][N:75]([CH2:76][C:77]4[CH:78]=[CH:79][C:80]([O:83][CH3:84])=[CH:81][CH:82]=4)[N:74]=3)[N:70]=[CH:71][CH:72]=2)[CH:94]=1 |f:4.5|. Procedure details: Diacetoxypalladium (6.90 mg, 0.031 mmol) and 2,2′-bis(diphenylphosphino)-1,1′-binaphthyl (77 mg, 0.123 mmol) were combined in toluene (4 mL) and the solution was stirred at 40° C. for 10 minutes. A mixture of 7-iodo-1-(4-methoxybenzyl)-1H-pyrazolo[4,3-b]pyridine and 7-iodo-1-(4-methoxybenzyl)-2H-pyrazolo[4,3-b]pyridine (290 mg, 0.794 mmol) in toluene (4 mL), 6-(2,5-difluorophenyl)-2,3-dimethylpyridin-4-amine (72 mg, 0.307 mmol) and sodium 2-methylpropan-2-olate (29.5 mg, 0.307 mmol) were added. ...